Task: describe an organic reaction: reactants, conditions, products, and yield. Dataset: the Open Reaction Database (ORD), a public repository of structured organic reaction records Reactants: Cl (HCl), C1(=CC=CC=C1)C=1N=C(OC1C1=CC=CC=C1)[C@@H]1N(C[C@@H](C1)O)C(=O)OCC1=CC=CC=C1 (benzyl (2R, 4R)-2-(4,5-diphenyloxazol-2-yl)-4-hydroxypyrrolidine-1-carboxylate), CI (CH3I), [H-].[Na+] (NaH). The solvent is CN(C)C=O (DMF). Conditions: time 10 minute. Yields the product C1(=CC=CC=C1)C=1N=C(OC1C1=CC=CC=C1)[C@@H]1N(C[C@@H](C1)OC)C(=O)OCC1=CC=CC=C1 (benzyl (2R, 4R)-2-(4,5-diphenyloxazol-2-yl)-4-methoxypyrrolidine-1-carboxylate). RXN SMILES: [C:1]1([C:7]2[N:8]=[C:9]([C@H:18]3[CH2:22][C@@H:21]([OH:23])[CH2:20][N:19]3[C:24]([O:26][CH2:27][C:28]3[CH:33]=[CH:32][CH:31]=[CH:30][CH:29]=3)=[O:25])[O:10][C:11]=2[C:12]2[CH:17]=[CH:16][CH:15]=[CH:14][CH:13]=2)[CH:6]=[CH:5][CH:4]=[CH:3][CH:2]=1.[CH3:34]I.[H-].[Na+].Cl>CN(C=O)C>[C:1]1([C:7]2[N:8]=[C:9]([C@H:18]3[CH2:22][C@@H:21]([O:23][CH3:34])[CH2:20][N:19]3[C:24]([O:26][CH2:27][C:28]3[CH:29]=[CH:30][CH:31]=[CH:32][CH:33]=3)=[O:25])[O:10][C:11]=2[C:12]2[CH:13]=[CH:14][CH:15]=[CH:16][CH:17]=2)[CH:2]=[CH:3][CH:4]=[CH:5][CH:6]=1 |f:2.3|. Procedure details: To a solution of benzyl (2R, 4R)-2-(4,5-diphenyloxazol-2-yl)-4-hydroxypyrrolidine-1-carboxylate (400 mg) and CH3I (0.57 mL) in DMF (5 mL) was added NaH (60% oil suspension, 48 mg) at 5° C. The mixture was stirred at the same temperature for 10 minutes, then stirred at room temperature for 30 minutes. The reaction mixture was poured into diluted HCl, and extracted with EtOAc. The organic layer was washed with water, saturated sodium hydrogen carbonate, water and brine, dried (MgSO4), and evaporat... Starting materials: C(CC(=O)OCC)(=O)OCC (diethyl malonate), FC1=C(C(=O)Cl)C=CC(=C1F)F (2,3,4-trifluorobenzoyl chloride), [Mg] (magnesium), ice water, S(O)(O)(=O)=O (sulphuric acid). The reagents and catalysts are C(Cl)(Cl)(Cl)Cl (carbon tetrachloride). Solvent: C(C)O (ethanol), C1(=CC=CC=C1)C (toluene), C1(=CC=CC=C1)C (toluene), C(C)O (ethanol). Run at temperature 60 celsius, time 1 hour. Product: FC1=C(C(=O)C(C(=O)OCC)C(=O)OCC)C=CC(=C1F)F (Diethyl (2,3,4-trifluorobenzoyl)malonate). Reaction SMILES: [Mg].[C:2]([O:10][CH2:11][CH3:12])(=[O:9])[CH2:3][C:4]([O:6][CH2:7][CH3:8])=[O:5].[F:13][C:14]1[C:22]([F:23])=[C:21]([F:24])[CH:20]=[CH:19][C:15]=1[C:16](Cl)=[O:17].S(=O)(=O)(O)O>C(Cl)(Cl)(Cl)Cl.C(O)C.C1(C)C=CC=CC=1>[F:13][C:14]1[C:22]([F:23])=[C:21]([F:24])[CH:20]=[CH:19][C:15]=1[C:16]([CH:3]([C:4]([O:6][CH2:7][CH3:8])=[O:5])[C:2]([O:10][CH2:11][CH3:12])=[O:9])=[O:17]. Reported procedure: 3.6 g (0.148 mol) of magnesium filings are initially introduced into 8.1 ml of ethanol, the reaction is started with a few drops of carbon tetrachloride, and a solution of 21.8 g (0.136 mol) of diethyl malonate in 15 ml of ethanol and 58 ml of toluene is then added dropwise such that the internal temperature is between 50 and 60° C. The mixture is then subsequently stirred at 60° C. for one hour. A solution of 27.6 g (0.15 mol) of 2,3,4-trifluorobenzoyl chloride in 15.4 ml of toluene is added dr... Starting materials: C[Si](C)(C)CCOCCl (SEM-Cl), BrC=1C=CC=C2C=CNC12 (7-bromoindole). Run in CN(C)C=O (DMF). Conditions: time 8 hour. The product is EtOAc hexanes, BrC=1C=CC=C2C=CN(C12)COCC[Si](C)(C)C (7-Bromo-1-(2-trimethylsilanyl-ethoxymethyl)-1H-indole). Yield: 79.0%. Reaction SMILES: [CH3:1][Si:2]([CH2:5][CH2:6][O:7][CH2:8]Cl)([CH3:4])[CH3:3].[Br:10][C:11]1[CH:12]=[CH:13][CH:14]=[C:15]2[C:19]=1[NH:18][CH:17]=[CH:16]2>CN(C=O)C>[Br:10][C:11]1[CH:12]=[CH:13][CH:14]=[C:15]2[C:19]=1[N:18]([CH2:8][O:7][CH2:6][CH2:5][Si:2]([CH3:4])([CH3:3])[CH3:1])[CH:17]=[CH:16]2. Procedure: Sodium hydride in mineral oil (60% by wt., 0.62 g; 15.5 mmol) was washed with hexanes and suspended in DMF (40 mL). SEM-Cl (2.0 mL, 11.3 mmol) was added followed by a solution of 7-bromoindole in DMF (15 mL) dropwise over 5 min. The resultant white suspension was stirred overnight at room temperature and then the reaction was quenched with saturated aqueous NaHCO3. The mixture was poured into EtOAc and the organic layer was separated and washed with pH 7 buffer, saturated aqueous NaHCO3, brine d...